From a dataset of the Open Reaction Database (ORD), a public repository of structured organic reaction records. describe an organic reaction: reactants, conditions, products, and yield The reactants are CC(C)(C)[Si](OCc1nnc(CO)s1)(c1ccccc1)c1ccccc1, Cc1ccccc1. Product: CC(C)(C)[Si](OCc1nnc(C=O)s1)(c1ccccc1)c1ccccc1. RXN SMILES: [C:1]([CH3:2])([CH3:3])([CH3:4])[Si:5]([O:6][CH2:7][c:8]1[n:9][n:10][c:11]([CH2:13][OH:14])[s:12]1)([c:15]1[cH:16][cH:17][cH:18][cH:19][cH:20]1)[c:21]1[cH:22][cH:23][cH:24][cH:25][cH:26]1.[CH3:27][c:28]1[cH:29][cH:30][cH:31][cH:32][cH:33]1>>[C:1]([CH3:2])([CH3:3])([CH3:4])[Si:5]([O:6][CH2:7][c:8]1[n:9][n:10][c:11]([CH:13]=[O:14])[s:12]1)([c:15]1[cH:16][cH:17][cH:18][cH:19][cH:20]1)[c:21]1[cH:22][cH:23][cH:24][cH:25][cH:26]1. The reactants are [BH4-], CC(C)C(NC(=O)OC(C)(C)C)C(=O)C1C(=O)OC(C)(C)OC1=O, CC(C)C(NC(=O)O)C(=O)C1C(=O)OC(C)(C)OC1=O, CC(=O)O, CCCCCCC, ClCCl, [Na+]. Product: CC(C)C(CC1C(=O)OC(C)(C)OC1=O)NC(=O)OC(C)(C)C. Reaction SMILES: [BH4-:25].[C:27]([CH3:28])([CH3:29])([CH3:30])[O:31][C:32]([NH:33][CH:34]([CH:35]([CH3:36])[CH3:37])[C:38](=[O:39])[CH:40]1[C:41](=[O:49])[O:42][C:43]([CH3:47])([CH3:48])[O:44][C:45]1=[O:46])=[O:50].[CH3:1][C:2]1([CH3:3])[O:4][C:5](=[O:6])[CH:7]([C:8]([CH:9]([NH:10][C:11](=[O:12])[OH:13])[CH:14]([CH3:15])[CH3:16])=[O:17])[C:18](=[O:19])[O:20]1.[CH3:21][C:22](=[O:23])[OH:24].[CH3:54][CH2:55][CH2:56][CH2:57][CH2:58][CH2:59][CH3:60].[Cl:51][CH2:52][Cl:53].[Na+:26]>>[C:27]([CH3:28])([CH3:29])([CH3:30])[O:31][C:32]([NH:33][CH:34]([CH:35]([CH3:36])[CH3:37])[CH2:38][CH:40]1[C:41](=[O:49])[O:42][C:43]([CH3:47])([CH3:48])[O:44][C:45]1=[O:46])=[O:50]. Starting materials: CCN(C(C)C)C(C)C, O=C(Cl)c1ccc(Cl)nc1, ClCCl, Nc1ccc(F)cc1. Yields the product O=C(Nc1ccc(F)cc1)c1ccc(Cl)nc1. RXN SMILES: [CH:19]([N:20]([CH2:21][CH3:22])[CH:23]([CH3:24])[CH3:25])([CH3:26])[CH3:27].[Cl:1][c:2]1[n:3][cH:4][c:5]([C:6](=[O:7])[Cl:8])[cH:9][cH:10]1.[Cl:28][CH2:29][Cl:30].[NH2:11][c:12]1[cH:13][cH:14][c:15]([F:16])[cH:17][cH:18]1>>[Cl:1][c:2]1[n:3][cH:4][c:5]([C:6](=[O:7])[NH:11][c:12]2[cH:13][cH:14][c:15]([F:16])[cH:17][cH:18]2)[cH:9][cH:10]1.